Dataset: the Open Reaction Database (ORD), a public repository of structured organic reaction records. Task: describe an organic reaction: reactants, conditions, products, and yield Reactants: COC(=O)c1ccc(CC(C)=O)cc1, O, NCC(O)c1ccccc1, c1ccccc1. Yields the product COC(=O)c1ccc(CC(C)NCC(O)c2ccccc2)cc1. As a reaction SMILES: [C:11](=[O:12])([O:13][CH3:14])[c:15]1[cH:16][cH:17][c:18]([CH2:21][C:22]([CH3:23])=[O:24])[cH:19][cH:20]1.[OH2:31].[OH:1][CH:2]([CH2:3][NH2:4])[c:5]1[cH:6][cH:7][cH:8][cH:9][cH:10]1.[cH:25]1[cH:26][cH:27][cH:28][cH:29][cH:30]1>>[OH:1][CH:2]([CH2:3][NH:4][CH:22]([CH2:21][c:18]1[cH:17][cH:16][c:15]([C:11](=[O:12])[O:13][CH3:14])[cH:20][cH:19]1)[CH3:23])[c:5]1[cH:6][cH:7][cH:8][cH:9][cH:10]1. The reactants are C[Si](C)(C)I (trimethylsilyl iodide), ClC1=CC=C(CC2C(N(CC3N2C(C(CN3S(=O)(=O)C3=C(C=C(C=C3)Cl)Cl)NC(OCC3=CC=CC=C3)=O)=O)C(C)C)=O)C=C1 (benzyl [6-(4-chlorobenzyl)-1-(2,4-dichlorobenzenesulfonyl)-8-isopropyl-4,7-dioxooctahydropyrazino[1,2-a]pyrimidin-3-yl]carbamate), CO (MeOH). The solvent is CC#N (CH3CN). Run at time 2 hour. Product: NC1CN(C2N(C1=O)C(C(N(C2)C(C)C)=O)CC2=CC=C(C=C2)Cl)S(=O)(=O)C2=C(C=C(C=C2)Cl)Cl (3-Amino-6-(4-chlorobenzyl)-1-(2,4-dichlorobenzenesulfonyl)-8-isopropylhexahydropyrazino[1,2-a]pyrimidine-4,7-dione). The yield is 91.8%. As a reaction SMILES: C[Si](I)(C)C.[Cl:6][C:7]1[CH:50]=[CH:49][C:10]([CH2:11][CH:12]2[N:17]3[C:18](=[O:44])[CH:19]([NH:33]C(=O)OCC4C=CC=CC=4)[CH2:20][N:21]([S:22]([C:25]4[CH:30]=[CH:29][C:28]([Cl:31])=[CH:27][C:26]=4[Cl:32])(=[O:24])=[O:23])[CH:16]3[CH2:15][N:14]([CH:45]([CH3:47])[CH3:46])[C:13]2=[O:48])=[CH:9][CH:8]=1.CO>CC#N>[NH2:33][CH:19]1[C:18](=[O:44])[N:17]2[CH:12]([CH2:11][C:10]3[CH:49]=[CH:50][C:7]([Cl:6])=[CH:8][CH:9]=3)[C:13](=[O:48])[N:14]([CH:45]([CH3:46])[CH3:47])[CH2:15][CH:16]2[N:21]([S:22]([C:25]2[CH:30]=[CH:29][C:28]([Cl:31])=[CH:27][C:26]=2[Cl:32])(=[O:24])=[O:23])[CH2:20]1. Reported procedure: 206 ml (1.44 mmol) of trimethylsilyl iodide (TMSI) are added to a solution of 250 mg (0.36 mmol) of benzyl [6-(4-chlorobenzyl)-1-(2,4-dichlorobenzenesulfonyl)-8-isopropyl-4,7-dioxooctahydropyrazino[1,2-a]pyrimidin-3-yl]carbamate in 10 ml of CH3CN at 0° C. The reaction solution is allowed to reach room temperature and is stirred at this temperature for 2 h. 5 ml of MeOH are added to the reaction solution, and then the solution is concentrated in vacuo. The residue is purified on a 5 g SCX cartrid... The reactants are CSc1ncc(Cc2cccnc2)c(=S)[nH]1, CN(C)Cc1nc(CSCCN)cs1, c1ccncc1. Product: CN(C)Cc1nc(CSCCNc2ncc(Cc3cccnc3)c(=S)[nH]2)cs1. RXN SMILES: [CH3:15][S:16][c:17]1[n:18][cH:19][c:20]([CH2:24][c:25]2[cH:26][n:27][cH:28][cH:29][cH:30]2)[c:21](=[S:23])[nH:22]1.[CH3:1][N:2]([CH3:3])[CH2:4][c:5]1[s:6][cH:7][c:8]([CH2:10][S:11][CH2:12][CH2:13][NH2:14])[n:9]1.[cH:31]1[cH:32][cH:33][n:34][cH:35][cH:36]1>>[CH3:1][N:2]([CH3:3])[CH2:4][c:5]1[s:6][cH:7][c:8]([CH2:10][S:11][CH2:12][CH2:13][NH:14][c:17]2[n:18][cH:19][c:20]([CH2:24][c:25]3[cH:26][n:27][cH:28][cH:29][cH:30]3)[c:21](=[S:23])[nH:22]2)[n:9]1. The reactants are OC1(Cc2ccccc2)C=CC=CC1, Clc1ccc(C(OC2CN(C(c3ccccc3)c3ccccc3)C2)c2ccc(Cl)cc2Cl)cc1, OC(c1ccccc1)c1ccccc1C(F)(F)F, OC1CNC1. Yields the product FC(F)(F)c1ccccc1C(OC1CN(C(c2ccccc2)c2ccccc2)C1)c1ccccc1. Reaction SMILES: [CH2:6]([c:7]1[cH:8][cH:9][cH:10][cH:11][cH:12]1)[C:13]1([OH:14])[CH:15]=[CH:16][CH:17]=[CH:18][CH2:19]1.[CH:38]([c:39]1[cH:40][cH:41][cH:42][cH:43][cH:44]1)([c:45]1[cH:46][cH:47][cH:48][cH:49][cH:50]1)[N:51]1[CH2:52][CH:53]([O:55][CH:56]([c:57]2[cH:58][cH:59][c:60]([Cl:61])[cH:62][cH:63]2)[c:64]2[cH:65][cH:66][c:67]([Cl:68])[cH:69][c:70]2[Cl:71])[CH2:54]1.[F:20][C:21]([c:22]1[c:23]([CH:24]([c:25]2[cH:26][cH:27][cH:28][cH:29][cH:30]2)[OH:31])[cH:32][cH:33][cH:34][cH:35]1)([F:36])[F:37].[NH:1]1[CH2:2][CH:3]([OH:4])[CH2:5]1>>[F:20][C:21]([c:22]1[c:23]([CH:24]([c:25]2[cH:26][cH:27][cH:28][cH:29][cH:30]2)[O:31][CH:53]2[CH2:52][N:51]([CH:38]([c:39]3[cH:40][cH:41][cH:42][cH:43][cH:44]3)[c:45]3[cH:46][cH:47][cH:48][cH:49][cH:50]3)[CH2:54]2)[cH:32][cH:33][cH:34][cH:35]1)([F:36])[F:37]. Reactants: CCN=C=NCCCN(C)C, CCN(C(C)C)C(C)C, Cl, Cl, O=C(O)c1cc(-c2cccc(F)c2)on1, CC(=O)c1cccc(F)c1, NCC(=O)N1CCC(Oc2cncc(Cl)c2)CC1, CN(C)C=O, O, On1nnc2ccccc21. Product: O=C(NCC(=O)N1CCC(Oc2cncc(Cl)c2)CC1)c1cc(-c2cccc(F)c2)on1. As a reaction SMILES: [CH3:45][CH2:46][N:47]=[C:48]=[N:49][CH2:50][CH2:51][CH2:52][N:53]([CH3:54])[CH3:55].[CH:1]([N:2]([CH2:3][CH3:4])[CH:5]([CH3:6])[CH3:7])([CH3:8])[CH3:9].[ClH:56].[ClH:57].[F:10][c:11]1[cH:12][c:13](-[c:17]2[cH:18][c:19]([C:22](=[O:23])[OH:24])[n:20][o:21]2)[cH:14][cH:15][cH:16]1.[F:25][c:26]1[cH:27][c:28]([C:29](=[O:30])[CH3:31])[cH:32][cH:33][cH:34]1.[NH2:58][CH2:59][C:60](=[O:61])[N:62]1[CH2:63][CH2:64][CH:65]([O:68][c:69]2[cH:70][n:71][cH:72][c:73]([Cl:75])[cH:74]2)[CH2:66][CH2:67]1.[O:76]=[CH:77][N:78]([CH3:79])[CH3:80].[OH2:81].[OH:35][n:36]1[c:37]2[c:38]([cH:39][cH:40][cH:41][cH:42]2)[n:43][n:44]1>>[F:10][c:11]1[cH:12][c:13](-[c:17]2[cH:18][c:19]([C:22](=[O:24])[NH:58][CH2:59][C:60](=[O:61])[N:62]3[CH2:63][CH2:64][CH:65]([O:68][c:69]4[cH:70][n:71][cH:72][c:73]([Cl:75])[cH:74]4)[CH2:66][CH2:67]3)[n:20][o:21]2)[cH:14][cH:15][cH:16]1. The reactants are C(C)OC(C(C)S(=O)(=O)C1=C(OC=C1)C)=O (2-(2-methyl-furan-3-sulfonyl)-propionic acid ethyl ester), ClCC1=CC=C(OCCN2CCCCC2)C=C1 (1-[2-(4-chloromethylphenoxy)-ethyl]-piperidine). The product is C(C)OC(C(CC1=CC=C(C=C1)OCCN1CCCCC1)(S(=O)(=O)C1=C(OC=C1)C)C)=O (2-Methyl-2-(2-methyl-furan-3-sulfonyl)-3-[4-(2-piperidin-yl-ethoxy)-phenyl]-propionic acid ethyl ester). Reaction SMILES: [CH2:1]([O:3][C:4](=[O:16])[CH:5]([S:7]([C:10]1[CH:14]=[CH:13][O:12][C:11]=1[CH3:15])(=[O:9])=[O:8])[CH3:6])[CH3:2].Cl[CH2:18][C:19]1[CH:33]=[CH:32][C:22]([O:23][CH2:24][CH2:25][N:26]2[CH2:31][CH2:30][CH2:29][CH2:28][CH2:27]2)=[CH:21][CH:20]=1>>[CH2:1]([O:3][C:4](=[O:16])[C:5]([CH3:6])([S:7]([C:10]1[CH:14]=[CH:13][O:12][C:11]=1[CH3:15])(=[O:8])=[O:9])[CH2:18][C:19]1[CH:33]=[CH:32][C:22]([O:23][CH2:24][CH2:25][N:26]2[CH2:31][CH2:30][CH2:29][CH2:28][CH2:27]2)=[CH:21][CH:20]=1)[CH3:2]. Procedure: 2-Methyl-2-(2-methyl-furan-3-sulfonyl)-3-[4-(2-piperidin-yl-ethoxy)-phenyl]-propionic acid ethyl ester was prepared according to the general method as outlined in example 9. Starting from 2-(2-methyl-furan-3-sulfonyl)-propionic acid ethyl ester (2.4 g, 9.8 mmol) and 1-[2-(4-chloromethylphenoxy)-ethyl]-piperidine (2.96 g, 10.7 mmol); Yield 2.4 g (92%); amber oil; MS 464.2 (M+H)+. Reactants: S(=O)(=O)(C)Cl (mesyl chloride), S1C=NC2=C1C=C(C=C2)NC2=NC=C(C(=C2)NC(C)C)C=2OC(=NN2)NC2CCNCC2 (N2-(benzo[d]thiazol-6-yl)-N4-isopropyl-5-(5-(piperidin-4-ylamino)-1,3,4-oxadiazol-2-yl)pyridine-2,4-diamine), C1CCOC1 (THF), CCN(C(C)C)C(C)C (DIPEA). The reagents and catalysts are CN(C)C=1C=CN=CC1 (DMAP). The solvent is C(Cl)Cl (DCM), C(Cl)Cl (DCM). Reaction conditions: time 5 minute. The product is S1C=NC2=C1C=C(C=C2)NC2=NC=C(C(=C2)NC(C)C)C=2OC(=NN2)NC2CCN(CC2)S(=O)(=O)C (N2-(benzo[d]thiazol-6-yl)-N4-isopropyl-5-(5-((1-(methylsulfonyl)piperidin-4-yl)amino)-1,3,4-oxadiazol-2-yl)pyridine-2,4-diamine). RXN SMILES: [S:1]1[C:5]2[CH:6]=[C:7]([NH:10][C:11]3[CH:16]=[C:15]([NH:17][CH:18]([CH3:20])[CH3:19])[C:14]([C:21]4[O:22][C:23]([NH:26][CH:27]5[CH2:32][CH2:31][NH:30][CH2:29][CH2:28]5)=[N:24][N:25]=4)=[CH:13][N:12]=3)[CH:8]=[CH:9][C:4]=2[N:3]=[CH:2]1.C1COCC1.CCN(C(C)C)C(C)C.[S:47](Cl)([CH3:50])(=[O:49])=[O:48]>C(Cl)Cl.CN(C1C=CN=CC=1)C>[S:1]1[C:5]2[CH:6]=[C:7]([NH:10][C:11]3[CH:16]=[C:15]([NH:17][CH:18]([CH3:20])[CH3:19])[C:14]([C:21]4[O:22][C:23]([NH:26][CH:27]5[CH2:32][CH2:31][N:30]([S:47]([CH3:50])(=[O:49])=[O:48])[CH2:29][CH2:28]5)=[N:24][N:25]=4)=[CH:13][N:12]=3)[CH:8]=[CH:9][C:4]=2[N:3]=[CH:2]1. Procedure details: To a stirred solution of N2-(benzo[d]thiazol-6-yl)-N4-isopropyl-5-(5-(piperidin-4-ylamino)-1,3,4-oxadiazol-2-yl)pyridine-2,4-diamine (Example 131) (30 mg, 0.06 mmol) in DCM (4 mL): THF (4 mL), added DIPEA (0.09 mmol, 1.5 equiv.) and DMAP (0.006 mmol, 0.1 equiv.) and stirred for 5 min. Added mesyl chloride (0.5 mmol, 0.8 equiv.) dropwise at 0° C. Stirred the reaction mixture at 0° C. for 1 h, reaction temperature was brought to room temperature and stirred overnight. The reaction mixture was dilu... The reactants are NC1CCN(CCc2ccc(F)cc2)C1, O=C(O)C1c2ccccc2Cc2ccccc21. Yields the product O=C(NC1CCN(CCc2ccc(F)cc2)C1)C1c2ccccc2Cc2ccccc21. RXN SMILES: [NH2:18][CH:19]1[CH2:20][N:21]([CH2:24][CH2:25][c:26]2[cH:27][cH:28][c:29]([F:32])[cH:30][cH:31]2)[CH2:22][CH2:23]1.[cH:1]1[cH:2][cH:3][cH:4][c:5]2[c:14]1[CH:13]([C:15](=[O:16])[OH:17])[c:12]1[c:7]([cH:8][cH:9][cH:10][cH:11]1)[CH2:6]2>>[cH:1]1[cH:2][cH:3][cH:4][c:5]2[c:14]1[CH:13]([C:15](=[O:16])[NH:18][CH:19]1[CH2:20][N:21]([CH2:24][CH2:25][c:26]3[cH:27][cH:28][c:29]([F:32])[cH:30][cH:31]3)[CH2:22][CH2:23]1)[c:12]1[c:7]([cH:8][cH:9][cH:10][cH:11]1)[CH2:6]2.